This data is from the Open Reaction Database (ORD), a public repository of structured organic reaction records. The task is: describe an organic reaction: reactants, conditions, products, and yield Starting materials: CC1CN(Cc2ccc(Br)cc2)CC(C)N1C(=O)OC(C)(C)C, CC(C)(C)P(C(C)(C)C)C(C)(C)C, COC(=O)C(C)C, Cc1ccccc1, O=C(C=Cc1ccccc1)C=Cc1ccccc1, O=C(C=Cc1ccccc1)C=Cc1ccccc1, C1CCC([N-]C2CCCCC2)CC1, [Li+], [Pd]. Product: COC(=O)C(C)(C)c1ccc(CN2CC(C)N(C(=O)OC(C)(C)C)C(C)C2)cc1. RXN SMILES: [Br:22][c:23]1[cH:24][cH:25][c:26]([CH2:29][N:30]2[CH2:31][CH:32]([CH3:44])[N:33]([C:37](=[O:38])[O:39][C:40]([CH3:41])([CH3:42])[CH3:43])[CH:34]([CH3:36])[CH2:35]2)[cH:27][cH:28]1.[C:45]([P:46]([C:47]([CH3:48])([CH3:49])[CH3:50])[C:51]([CH3:52])([CH3:53])[CH3:54])([CH3:55])([CH3:56])[CH3:57].[CH3:1][CH:2]([C:3](=[O:4])[O:5][CH3:6])[CH3:7].[CH3:58][c:59]1[cH:60][cH:61][cH:62][cH:63][cH:64]1.[CH:66](=[CH:67][C:68]([CH:69]=[CH:70][c:71]1[cH:72][cH:73][cH:74][cH:75][cH:76]1)=[O:77])[c:78]1[cH:79][cH:80][cH:81][cH:82][cH:83]1.[CH:84](=[CH:85][C:86]([CH:87]=[CH:88][c:89]1[cH:90][cH:91][cH:92][cH:93][cH:94]1)=[O:95])[c:96]1[cH:97][cH:98][cH:99][cH:100][cH:101]1.[CH:8]1([N-:9][CH:10]2[CH2:11][CH2:12][CH2:13][CH2:14][CH2:15]2)[CH2:16][CH2:17][CH2:18][CH2:19][CH2:20]1.[Li+:21].[Pd:65]>>[CH3:1][C:2]([C:3](=[O:4])[O:5][CH3:6])([CH3:7])[c:23]1[cH:24][cH:25][c:26]([CH2:29][N:30]2[CH2:31][CH:32]([CH3:44])[N:33]([C:37](=[O:38])[O:39][C:40]([CH3:41])([CH3:42])[CH3:43])[CH:34]([CH3:36])[CH2:35]2)[cH:27][cH:28]1. The reactants are FC(C=1C=C(N)C=C(C1)C(F)(F)F)(F)F (3,5-bistrifluoromethyl aniline), C12=C(CCCC1)C(=O)OC2=O (1-cyclohexene-1,2-dicarboxylic anhydride). Yields the product FC(C=1C=C(C=C(C1)C(F)(F)F)NC(=O)C1=C(CCCC1)C(=O)O)(F)F (2-[(3,5-bistrifluoromethyl phenyl)-aminocarbonyl]-1-cyclohexene carboxylic acid). Reaction SMILES: [F:1][C:2]([F:15])([F:14])[C:3]1[CH:4]=[C:5]([CH:7]=[C:8]([C:10]([F:13])([F:12])[F:11])[CH:9]=1)[NH2:6].[C:16]12[C:25](=[O:26])[O:24][C:22](=[O:23])[C:17]=1[CH2:18][CH2:19][CH2:20][CH2:21]2>>[F:1][C:2]([F:14])([F:15])[C:3]1[CH:4]=[C:5]([NH:6][C:25]([C:16]2[CH2:21][CH2:20][CH2:19][CH2:18][C:17]=2[C:22]([OH:24])=[O:23])=[O:26])[CH:7]=[C:8]([C:10]([F:11])([F:12])[F:13])[CH:9]=1. Reported procedure: Using as starting materials, 2.3 g of 3,5-bistrifluoromethyl aniline and 1.5 g of 1-cyclohexene-1,2-dicarboxylic anhydride, the title compound was obtained in the same manner as in Example 1. Starting materials: title product 138C, borate esters, Cl (HCl), ClC=1C=CC=C2C=CC(=NC12)N1C=NC2=C1C=CC(=C2)OC (8-chloro-2-(5-methoxy-1H-benzimidazol-1-yl)quinoline), [OH-].[Na+] (NaOH), solution. Run in C(Cl)Cl (DCM), C(Cl)Cl (DCM). Reaction conditions: temperature -78 celsius, time 22 hour. Yields the product ClC=1C=CC=C2C=CC(=NC12)N1C=NC2=C1C=CC(=C2)O (8-Chloro-2-(5-hydroxy-1H-benzimidazol-1-yl]quinoline). As a reaction SMILES: [Cl:1][C:2]1[CH:3]=[CH:4][CH:5]=[C:6]2[C:11]=1[N:10]=[C:9]([N:12]1[C:16]3[CH:17]=[CH:18][C:19]([O:21]C)=[CH:20][C:15]=3[N:14]=[CH:13]1)[CH:8]=[CH:7]2.[OH-].[Na+].Cl>C(Cl)Cl>[Cl:1][C:2]1[CH:3]=[CH:4][CH:5]=[C:6]2[C:11]=1[N:10]=[C:9]([N:12]1[C:16]3[CH:17]=[CH:18][C:19]([OH:21])=[CH:20][C:15]=3[N:14]=[CH:13]1)[CH:8]=[CH:7]2 |f:1.2|. Procedure: To a pre-cooled (−78° C.) solution containing 8-chloro-2-(5-methoxy-1H-benzimidazol-1-yl)quinoline 138B (2.16 g, 7.0 mMol) in anhydrous DCM (28 mL) was added a 1.0 M solution of borontribromide in DCM (20.9 mL, 20.9 mMol). The cooling bath was removed and the reaction mixture stirred at ambient temperature under nitrogen for 22 hours. The reaction was quenched by the addition of aqueous 1 N NaOH to a pH of about 8.8. After stirring for about minutes, the suspended solids were removed by filtrati...